From a dataset of the Open Reaction Database (ORD), a public repository of structured organic reaction records. describe an organic reaction: reactants, conditions, products, and yield The reactants are COC(=O)C1CCOc2cc(Oc3ccc(C(=O)O)cc3)c(C#N)cc21, CN(C)c1ccncc1, O=C(Cl)C(=O)Cl, ClCCl, CN(C)C=O, CC(CN)c1ccccc1, c1ccncc1. The product is COC(=O)C1CCOc2cc(Oc3ccc(C(=O)NCC(C)c4ccccc4)cc3)c(C#N)cc21. Reaction SMILES: [C:1](#[N:2])[c:3]1[cH:4][c:5]2[c:10]([cH:11][c:12]1[O:13][c:14]1[cH:15][cH:16][c:17]([C:18](=[O:19])[OH:20])[cH:21][cH:22]1)[O:9][CH2:8][CH2:7][CH:6]2[C:23](=[O:24])[O:25][CH3:26].[CH3:52][N:53]([CH3:54])[c:55]1[cH:56][cH:57][n:58][cH:59][cH:60]1.[Cl:27][C:28]([C:29]([Cl:30])=[O:31])=[O:32].[Cl:49][CH2:50][Cl:51].[O:61]=[CH:62][N:63]([CH3:64])[CH3:65].[c:33]1([CH:39]([CH2:40][NH2:41])[CH3:42])[cH:34][cH:35][cH:36][cH:37][cH:38]1.[cH:43]1[cH:44][cH:45][n:46][cH:47][cH:48]1>>[C:1](#[N:2])[c:3]1[cH:4][c:5]2[c:10]([cH:11][c:12]1[O:13][c:14]1[cH:15][cH:16][c:17]([C:18](=[O:20])[NH:41][CH2:40][CH:39]([c:33]3[cH:34][cH:35][cH:36][cH:37][cH:38]3)[CH3:42])[cH:21][cH:22]1)[O:9][CH2:8][CH2:7][CH:6]2[C:23](=[O:24])[O:25][CH3:26]. Starting materials: O1C=C(C=C1)C(=O)O (furan-3-carboxylic acid), Cl.CN(CCCN=C=NCC)C (1-(3-dimethylaminopropyl)-3-ethyl carbodiimide hydrochloride), O1C(CCCC1)N1N=C(C2=CC(=CC=C12)C1=NN(C=N1)C(C1=CC=CC=C1)(C1=CC=CC=C1)C1=CC=CC=C1)C=1C=C(C=CC1)N (3-{1-perhydro-2H-pyran-2-yl-5-[1-(triphenylmethyl)(1,2,4-triazol-3-yl)]-1H-indazol-3-yl}phenylamine). Procedure details: To a solution of furan-3-carboxylic acid (0.056 g, 0.496 mmol) in 2.5 mL of dichloromethane, was added 1-(3-dimethylaminopropyl)-3-ethyl carbodiimide hydrochloride (EDCI) as a solid (0.105 g, 0.546 mmol). The solution was stirred at room temperature for 10 min before 3-{1-perhydro-2H-pyran-2-yl-5-[1-(triphenylmethyl)(1,2,4-triazol-3-yl)]-1H-indazol-3-yl}phenylamine (0.150 g, 0.248 mmol) dissolved in 1 mL of dichloromethane, was added. The reaction was stirred at room temperature overnight. The r... RXN SMILES: [O:1]1[CH:5]=[CH:4][C:3]([C:6]([OH:8])=O)=[CH:2]1.Cl.CN(C)CCCN=C=NCC.[O:21]1[CH2:26][CH2:25][CH2:24][CH2:23][CH:22]1[N:27]1[C:35]2[C:30](=[CH:31][C:32]([C:36]3[N:40]=[CH:39][N:38]([C:41]([C:54]4[CH:59]=[CH:58][CH:57]=[CH:56][CH:55]=4)([C:48]4[CH:53]=[CH:52][CH:51]=[CH:50][CH:49]=4)[C:42]4[CH:47]=[CH:46][CH:45]=[CH:44][CH:43]=4)[N:37]=3)=[CH:33][CH:34]=2)[C:29]([C:60]2[CH:61]=[C:62]([NH2:66])[CH:63]=[CH:64][CH:65]=2)=[N:28]1>ClCCl>[O:1]1[CH:5]=[CH:4][C:3]([C:6]([NH:66][C:62]2[CH:63]=[CH:64][CH:65]=[C:60]([C:29]3[C:30]4[C:35](=[CH:34][CH:33]=[C:32]([C:36]5[N:40]=[CH:39][N:38]([C:41]([C:42]6[CH:43]=[CH:44][CH:45]=[CH:46][CH:47]=6)([C:48]6[CH:53]=[CH:52][CH:51]=[CH:50][CH:49]=6)[C:54]6[CH:59]=[CH:58][CH:57]=[CH:56][CH:55]=6)[N:37]=5)[CH:31]=4)[N:27]([CH:22]4[CH2:23][CH2:24][CH2:25][CH2:26][O:21]4)[N:28]=3)[CH:61]=2)=[O:8])=[CH:2]1 |f:1.2|. Run in ClCCl (dichloromethane), ClCCl (dichloromethane). Run at time 8 hour. The product is O1C=C(C=C1)C(=O)NC1=CC(=CC=C1)C1=NN(C2=CC=C(C=C12)C1=NN(C=N1)C(C1=CC=CC=C1)(C1=CC=CC=C1)C1=CC=CC=C1)C1OCCCC1 (3-Furyl-N-(3-{1-perhydro-2H-pyran-2-yl-5[1-(triphenylmethyl)(1,2,4-triazol-3-yl)](1H-indazol-3-yl)}phenyl)carboxamide). Reactants: C(CC(=O)C)(=O)OCC (ethyl acetoacetate), [H-].[Na+] (sodium hydride), ClCCN1CCC(CC1)C(C1=CC=C(C=C1)F)=O (1-(2-chloroethyl)-4-(4-fluorobenzoyl)piperidine), [I-].[Na+] (sodium iodide). Run in O1CCCC1 (tetrahydrofuran), O1CCCC1 (tetrahydrofuran), O1CCCC1 (tetrahydrofuran). Reaction conditions: temperature 20 celsius. The product is C(C)(=O)C(C(=O)OCC)CCN1CCC(CC1)C(C1=CC=C(C=C1)F)=O (Ethyl 2-acetyl-4-[4-(4-fluorobenzoyl)piperidino]-butyrate). RXN SMILES: [C:1]([O:7][CH2:8][CH3:9])(=[O:6])[CH2:2][C:3]([CH3:5])=[O:4].[H-].[Na+].[I-].[Na+].Cl[CH2:15][CH2:16][N:17]1[CH2:22][CH2:21][CH:20]([C:23](=[O:31])[C:24]2[CH:29]=[CH:28][C:27]([F:30])=[CH:26][CH:25]=2)[CH2:19][CH2:18]1>O1CCCC1>[C:3]([CH:2]([CH2:15][CH2:16][N:17]1[CH2:18][CH2:19][CH:20]([C:23](=[O:31])[C:24]2[CH:25]=[CH:26][C:27]([F:30])=[CH:28][CH:29]=2)[CH2:21][CH2:22]1)[C:1]([O:7][CH2:8][CH3:9])=[O:6])(=[O:4])[CH3:5] |f:1.2,3.4|. Reported procedure: A solution of 5.45 g of ethyl acetoacetate in 20 ml of tetrahydrofuran is added at 0° C. to a suspension of 1.68 g of sodium hydride at a concentration of 60% in oil in 100 ml of anhydrous tetrahydrofuran. The medium is maintained at 20° C. for 1 hour 30 minutes. 6.3 g of sodium iodide are added, followed by the addition at 0° C. of 11.3 g of 1-(2-chloroethyl)-4-(4-fluorobenzoyl)piperidine in 100 ml of tetrahydrofuran. The reaction mixture is brought to reflux for 15 hours. It is concentrated un... The reactants are [N+](=O)([O-])C=1C=C(C(=O)N)C=C(C1)[N+](=O)[O-] (3,5-Dinitrobenzamide), Cl (HCl), [H][H] (hydrogen). Reagents/catalysts: [Pd] (Pd/C). Solvent: O (water). Product: Cl.Cl.NC=1C=C(C(=O)N)C=C(C1)N (3,5-Diaminobenzamide bis-Hydrochloride). Reaction SMILES: [N+:1]([C:4]1[CH:5]=[C:6]([CH:10]=[C:11]([N+:13]([O-])=O)[CH:12]=1)[C:7]([NH2:9])=[O:8])([O-])=O.[H][H].[ClH:18]>O.[Pd]>[ClH:18].[ClH:18].[NH2:1][C:4]1[CH:5]=[C:6]([CH:10]=[C:11]([NH2:13])[CH:12]=1)[C:7]([NH2:9])=[O:8] |f:5.6.7|. Procedure: 3,5-Dinitrobenzamide (XIX) (85.0 g, 402 mMoles, Aldrich) was added to a suspension of 10% Pd/C (8.5 g) in concentrated HCl (74 ml) and water (730 ml). The mixture was hydrogenated at about 60 psi in a Parr hydrogenation apparatus until hydrogen was no longer being consumed (3 hours). TLC (silica, 80 chloroform/20 methanol) indicated that no starting material remained, and that to a single product with an Rf of 0.23 had occurred. The solution, which contained the product (XIX), was then filtered ... The reactants are [Br-], CC[Mg+], CC(C)[O-], CC(C)[O-], CC(C)[O-], CC(C)[O-], N#Cc1ccc(C(F)(F)F)cc1, [Ti+4]. Product: NC1(c2ccc(C(F)(F)F)cc2)CC1. RXN SMILES: [Br-:13].[CH2:14]([CH3:15])[Mg+:16].[CH3:17][CH:18]([CH3:19])[O-:20].[CH3:22][CH:23]([CH3:24])[O-:25].[CH3:26][CH:27]([CH3:28])[O-:29].[CH3:30][CH:31]([CH3:32])[O-:33].[F:1][C:2]([c:3]1[cH:4][cH:5][c:6]([C:7]#[N:8])[cH:9][cH:10]1)([F:11])[F:12].[Ti+4:21]>>[F:1][C:2]([c:3]1[cH:4][cH:5][c:6]([C:7]2([NH2:8])[CH2:14][CH2:15]2)[cH:9][cH:10]1)([F:11])[F:12]. Reactants: [N+](=O)([O-])C1=CC=C(O1)C(=O)N1C(CCCCC1)=O (N-(5-nitro-2-furoyl)caprolactam), C1(CCCCN1)=O (valerolactam). Product: [N+](=O)([O-])C1=CC=C(O1)C(=O)N1C(CCCC1)=O (N-(5-nitro-2-furoyl)valerolactam). Reaction SMILES: [N+:1]([C:4]1[O:8][C:7]([C:9]([N:11]2[CH2:17][CH2:16][CH2:15][CH2:14]C[C:12]2=[O:18])=[O:10])=[CH:6][CH:5]=1)([O-:3])=[O:2].C1(=O)NCCCC1>>[N+:1]([C:4]1[O:8][C:7]([C:9]([N:11]2[CH2:17][CH2:16][CH2:15][CH2:14][C:12]2=[O:18])=[O:10])=[CH:6][CH:5]=1)([O-:3])=[O:2]. Procedure: Synthesized as for N-(5-nitro-2-furoyl)caprolactam (Example XIII) using valerolactam (Aldrich) in place of caprolactam. The product is Cc1nc(C)c(Cl)c(NCc2nccc(SCCCCBr)c2C)n1. Reaction SMILES: [Br:14][CH2:15][CH2:16][CH2:17][CH2:18][S:19][c:20]1[c:21]([CH3:28])[c:22]([CH2:26][Cl:27])[n:23][cH:24][cH:25]1.[CH3:34][N:35]([CH3:36])[CH:37]=[O:38].[Cl:39][CH2:40][Cl:41].[ClH:13].[H-:1].[NH2:3][c:4]1[n:5][c:6]([CH3:12])[n:7][c:8]([CH3:11])[c:9]1[Cl:10].[Na+:29].[Na+:2].[OH:30][C:31](=[O:32])[O-:33]>>[NH:3]([c:4]1[n:5][c:6]([CH3:12])[n:7][c:8]([CH3:11])[c:9]1[Cl:10])[CH2:26][c:22]1[c:21]([CH3:28])[c:20]([S:19][CH2:18][CH2:17][CH2:16][CH2:15][Br:14])[cH:25][cH:24][n:23]1. Reactants: Cc1c(SCCCCBr)ccnc1CCl, CN(C)C=O, ClCCl, Cl, [H-], Cc1nc(C)c(Cl)c(N)n1, [Na+], [Na+], O=C([O-])O. Reactants: CCOCC, CCOC(=O)C(CCSC)NC, CSc1scc[s+]1, CC(C)=O, CCOC(C)=O, [O-][Cl+3]([O-])([O-])[O-]. The product is [O-][Cl+3]([O-])([O-])[O-], CCOC(=O)C(CCSC)[N+](C)=c1sccs1. RXN SMILES: [CH2:17]([O:18][CH2:19][CH3:20])[CH3:21].[CH2:22]([CH3:23])[O:24][C:25]([CH:26]([NH:27][CH3:28])[CH2:29][CH2:30][S:31][CH3:32])=[O:33].[CH3:10][S:11][c:12]1[s+:13][cH:14][cH:15][s:16]1.[CH3:1][C:2](=[O:3])[CH3:4].[CH3:34][CH2:35][O:36][C:37](=[O:38])[CH3:39].[Cl+3:5]([O-:6])([O-:7])([O-:8])[O-:9]>>[Cl+3:5]([O-:6])([O-:7])([O-:8])[O-:9].[c:12]1(=[N+:27]([CH:26]([C:25]([O:24][CH2:22][CH3:23])=[O:33])[CH2:29][CH2:30][S:31][CH3:32])[CH3:28])[s:13][cH:14][cH:15][s:16]1. The reactants are ClC1=C(C=O)C=CC(=C1)Cl (2,4-dichlorobenzaldehyde), N1=CC(=CC=C1)CC#N (3-pyridylacetonitrile), C(=O)([O-])[O-].[K+].[K+] (K2CO3). Run in C(C)O (ethanol). Run at time 15 minute. Yields the product N1=CC(=CC=C1)C(C#N)=CC1=C(C=C(C=C1)Cl)Cl (2-(3-pyridyl)-3-(2,4-dichlorophenyl)-2-propenenitrile). The yield is 75.2%. As a reaction SMILES: [Cl:1][C:2]1[CH:9]=[C:8]([Cl:10])[CH:7]=[CH:6][C:3]=1[CH:4]=O.[N:11]1[CH:16]=[CH:15][CH:14]=[C:13]([CH2:17][C:18]#[N:19])[CH:12]=1.C([O-])([O-])=O.[K+].[K+]>C(O)C>[N:11]1[CH:16]=[CH:15][CH:14]=[C:13]([C:17](=[CH:4][C:3]2[CH:6]=[CH:7][C:8]([Cl:10])=[CH:9][C:2]=2[Cl:1])[C:18]#[N:19])[CH:12]=1 |f:2.3.4|. Procedure: To a stirred solution of 2,4-dichlorobenzaldehyde (5.0 g, 29 mmole) and 3-pyridylacetonitrile (3.05 ml, 29 mmole) in 150 ml absolute ethanol were added 3.95 g K2CO3. After stirring for about 15 minutes, a white solid precipitated out of the reaction mixture. The reaction mixture was stirred overnight and filtered. The filter cake was washed with absolute ethanol and dissolve in CH2Cl2. The CH2Cl2 solution was filtered and concentrated in vacuo. The resulting white solid was recrystallized from 3...